Dataset: the Open Reaction Database (ORD), a public repository of structured organic reaction records. Task: describe an organic reaction: reactants, conditions, products, and yield Reactants: O, OCCO, O=C=Nc1cccc2ccccc12. Yields the product O=C(Nc1cccc2ccccc12)OCCO. RXN SMILES: [OH2:18].[OH:1][CH2:2][CH2:3][OH:4].[c:5]1([N:15]=[C:16]=[O:17])[cH:6][cH:7][cH:8][c:9]2[cH:10][cH:11][cH:12][cH:13][c:14]12>>[O:1]([CH2:2][CH2:3][OH:4])[C:16]([NH:15][c:5]1[cH:6][cH:7][cH:8][c:9]2[cH:10][cH:11][cH:12][cH:13][c:14]12)=[O:17]. Starting materials: C1(CCCCC1)=O (cyclohexanone), ClC(C(=O)Cl)Cl (dichloroacetyl chloride), C(O)CN (ethanolamine), C1=CC=CC=C1 (benzene). Solvent: O (water). Yields the product ClC(C(=O)N1CCOC12CCCCC2)Cl (N-dichloroacetyl-1-oxa-4-azaspiro[4,5]decane). Reaction SMILES: [C:1]1(=[O:7])[CH2:6][CH2:5][CH2:4][CH2:3][CH2:2]1.[CH2:8]([CH2:10][NH2:11])O.C1C=CC=CC=1.[Cl:18][CH:19]([Cl:23])[C:20](Cl)=[O:21]>O>[Cl:18][CH:19]([Cl:23])[C:20]([N:11]1[C:1]2([CH2:6][CH2:5][CH2:4][CH2:3][CH2:2]2)[O:7][CH2:8][CH2:10]1)=[O:21]. Reported procedure: From a boiling mixture of 64 g. (0.645 moles) of cyclohexanone and 30 g. (0.491 moles) of ethanolamine in 100 ml. of benzene the water formed is continuously distilled off. Boiling is continued until 8.8 ml. of water are separated. The reaction mixture is then cooled, 55 g. (0.55 moles) of a 40% aqueous sodium hydroxide solution are added followed by dropwise addition of 74 g. (0.5 moles) of dichloroacetyl chloride with external salt/ice cooling. The mixture is stirred for two additional hours a... Reactants: C(C=1C(=CC=CC1)OC)=O (o-anisaldehyde), C(C)[Mg]Br (ethylmagnesium bromide). Solvent: O1CCCC1 (tetrahydrofuran), O1CCCC1 (tetrahydrofuran). Conditions: temperature 0 celsius, time 1 hour. The product is COC1=C(C=CC=C1)C(CC)O (1-(2-Methoxyphenyl)propanol). Reaction SMILES: [CH:1](=[O:10])[C:2]1[C:3]([O:8][CH3:9])=[CH:4][CH:5]=[CH:6][CH:7]=1.[CH2:11]([Mg]Br)[CH3:12]>O1CCCC1>[CH3:9][O:8][C:3]1[CH:4]=[CH:5][CH:6]=[CH:7][C:2]=1[CH:1]([OH:10])[CH2:11][CH3:12]. Reported procedure: To a time-dried flask containing a solution of o-anisaldehyde (2.00 g) in dry tetrahydrofuran (9.8 mL) at 0° C. under nitrogen is added a solution of ethylmagnesium bromide (3M in diethyl ether, 5.4 mL) in dry tetrahydrofuran (5.4 mL) over 25 min. The resulting mixture is stirred at 0° C. for 1 hr, quenched with saturated aqueous ammonium chloride (15 mL), and the layers are separated. The aqueous phase is extracted with diethyl ether (2×30 mL) and the combined organic phase is washed with salin... The reactants are CCOC(OCC)[PH](=O)OCC, C[Si](C)(C)N[Si](C)(C)C, CCOC(C)=O, CC=C(F)C(=O)OCC. Yields the product CCOC(=O)C(F)C(C)P(=O)(OCC)C(OCC)OCC. Reaction SMILES: [CH2:1]([CH3:2])[O:3][CH:4]([O:5][CH2:6][CH3:7])[PH:8]([O:9][CH2:10][CH3:11])=[O:12].[CH3:13][Si:14]([CH3:15])([CH3:16])[NH:17][Si:18]([CH3:19])([CH3:20])[CH3:21].[CH3:31][CH2:32][O:33][C:34](=[O:35])[CH3:36].[F:22][C:23]([C:24](=[O:25])[O:26][CH2:27][CH3:28])=[CH:29][CH3:30]>>[CH2:1]([CH3:2])[O:3][CH:4]([O:5][CH2:6][CH3:7])[P:8]([O:9][CH2:10][CH3:11])(=[O:12])[CH:29]([CH:23]([F:22])[C:24](=[O:25])[O:26][CH2:27][CH3:28])[CH3:30]. Reactants: O=C1CCCCCCCCCCC1, O=C([O-])C=CC(=O)O, CN(C)CCCON, Cl, Cl. Yields the product CN(C)CCCON=C1CCCCCCCCCCC1. Reaction SMILES: [C:1]1(=[O:13])[CH2:2][CH2:3][CH2:4][CH2:5][CH2:6][CH2:7][CH2:8][CH2:9][CH2:10][CH2:11][CH2:12]1.[C:24]([OH:25])(=[O:26])[CH:27]=[CH:28][C:29]([O-:30])=[O:31].[CH3:16][N:17]([CH3:18])[CH2:19][CH2:20][CH2:21][O:22][NH2:23].[ClH:14].[ClH:15]>>[C:1]1(=[N:23][O:22][CH2:21][CH2:20][CH2:19][N:17]([CH3:16])[CH3:18])[CH2:2][CH2:3][CH2:4][CH2:5][CH2:6][CH2:7][CH2:8][CH2:9][CH2:10][CH2:11][CH2:12]1. The reactants are 10.5, ClCC(=O)NC1=C(C=C(C=C1Cl)C#N)Cl (2-chloro-N-(2,6-dichloro-4-cyanophenyl) acetamide), CC(C)O (2-propanol), Cl (hydrogen chloride), [H][H] (hydrogen). Reagents/catalysts: [Pd] (palladium-on-charcoal). Run in CO (methanol). The product is 10.7, NCC1=CC(=C(C(=C1)Cl)NC(CCl)=O)Cl (N-[4-(aminomethyl)-2,6-dichlorophenyl]-2-chloroacetamide). The yield is 100.0%. RXN SMILES: [Cl:1][CH2:2][C:3]([NH:5][C:6]1[C:11]([Cl:12])=[CH:10][C:9]([C:13]#[N:14])=[CH:8][C:7]=1[Cl:15])=[O:4].CC(O)C.Cl.[H][H]>[Pd].CO>[NH2:14][CH2:13][C:9]1[CH:8]=[C:7]([Cl:15])[C:6]([NH:5][C:3](=[O:4])[CH2:2][Cl:1])=[C:11]([Cl:12])[CH:10]=1. Reported procedure: A mixture of 10.5 parts of 2-chloro-N-(2,6-dichloro-4-cyanophenyl) acetamide, 22 parts of 2-propanol, saturated with hydrogen chloride and 200 parts of methanol was hydrogenated at normal pressure and at room temperature with 2 parts of palladium-on-charcoal catalyst 10%. After the calculated amount of hydrogen was taken up, the catalyst was filtered off and the filtrate was evaporated. The residue was taken up in water and treated with a sodium hydroxide solution 50%. The product was extracted ... Reaction conditions: temperature 90 celsius, time 1.75 hour. The reactants are S(O)(O)(=O)=O (Sulfuric acid), ClCCC(=O)C=1C=CC=2N(C3=CC=C(C=C3C2C1)C(CCCl)=O)CCNS(=O)(=O)C1=C(C=CC=C1)[N+](=O)[O-] (N-{2-[3,6-bis(3-chloropropanoyl)-9H-carbazol-9-yl]ethyl}-2-nitrobenzenesulfonamide). Reported procedure: Sulfuric acid (200 mL) was heated to 40° C. Then, compound 57 (18.47 g, 32.12 mmol) was added in portions. The mixture was heated to 90° C. and kept at this temperature for 1.5-2 h (TLC monitoring, eluent: CH2Cl2-ethyl acetate, 4:1). The resulting mixture was poured onto ice. The grey precipitate was filtered off, washed on a filter with a mixture of CHCl3-MeOH (4:1). The remaining precipitate (on a filter) was recrystallized with DMF, washed with CH3CN and ether. Yield of pure 58: 2.2 g (14%). The product is O=C1CCC2=C1C=CC=1N(C=3C=CC4=C(C3C21)CCC4=O)CCNS(=O)(=O)C4=C(C=CC=C4)[N+](=O)[O-] (N-[2-(3,9-dioxo-1,2,3,9,10,11-hexahydro-6H-dicyclopenta[c,g]carbazol-6-yl)ethyl]-2-nitrobenzenesulfonamide). Reaction SMILES: S(=O)(=O)(O)O.Cl[CH2:7][CH2:8][C:9]([C:11]1[CH:12]=[CH:13][C:14]2[N:15]([CH2:29][CH2:30][NH:31][S:32]([C:35]3[CH:40]=[CH:39][CH:38]=[CH:37][C:36]=3[N+:41]([O-:43])=[O:42])(=[O:34])=[O:33])[C:16]3[C:21]([C:22]=2[CH:23]=1)=[CH:20][C:19]([C:24](=[O:28])[CH2:25][CH2:26]Cl)=[CH:18][CH:17]=3)=[O:10]>C(Cl)Cl.C(OCC)(=O)C>[O:10]=[C:9]1[C:11]2[CH:12]=[CH:13][C:14]3[N:15]([CH2:29][CH2:30][NH:31][S:32]([C:35]4[CH:40]=[CH:39][CH:38]=[CH:37][C:36]=4[N+:41]([O-:43])=[O:42])(=[O:34])=[O:33])[C:16]4[CH:17]=[CH:18][C:19]5[C:24](=[O:28])[CH2:25][CH2:26][C:20]=5[C:21]=4[C:22]=3[C:23]=2[CH2:7][CH2:8]1 |f:2.3|. Solvent: C(Cl)Cl.C(C)(=O)OCC (CH2Cl2 ethyl acetate). Reactants: CO, CCCn1c(=O)c2[nH]c(C3CC4C=CC(C3)O4)nc2n(CCC)c1=O. The product is CCCn1c(=O)c2[nH]c(C3CC4CCC(C3)O4)nc2n(CCC)c1=O. Reaction SMILES: [CH3:26][OH:27].[CH:1]12[CH2:2][CH:3]([c:9]3[n:10][c:11]4[n:12]([CH2:23][CH2:24][CH3:25])[c:13](=[O:22])[n:14]([CH2:19][CH2:20][CH3:21])[c:15](=[O:18])[c:16]4[nH:17]3)[CH2:4][CH:5]([CH:6]=[CH:7]1)[O:8]2>>[CH:1]12[CH2:2][CH:3]([c:9]3[n:10][c:11]4[n:12]([CH2:23][CH2:24][CH3:25])[c:13](=[O:22])[n:14]([CH2:19][CH2:20][CH3:21])[c:15](=[O:18])[c:16]4[nH:17]3)[CH2:4][CH:5]([CH2:6][CH2:7]1)[O:8]2. The reactants are CC1C(=O)OCC1 (2-methylbutyrolactone), ClCCC(C(=O)Cl)C (4-chloro-2-methylbutryl chloride), acid chloride, aldehyde, ClC1=CC=C(C(C(=O)NO)=C1)O (5-chlorosalicylhydroxamic acid). Yields the product ClC=1C=CC2=C(C(N3C(O2)C(CCO3)C)=O)C1 (8-chloro-4-methyl-2,3,4,4a-tetrahydro-10H-1,2-oxazino(3,2-b)(1,3)benzoxazin-10-one). Reaction SMILES: [CH3:1][CH:2]1[CH2:7][CH2:6][O:5][C:3]1=[O:4].ClCCC(C)C(Cl)=O.[Cl:16][C:17]1[CH:26]=[C:21]([C:22]([NH:24]O)=[O:23])[C:20](O)=[CH:19][CH:18]=1>>[Cl:16][C:17]1[CH:18]=[CH:19][C:20]2[O:4][CH:3]3[CH:2]([CH3:1])[CH2:7][CH2:6][O:5][N:24]3[C:22](=[O:23])[C:21]=2[CH:26]=1. Reported procedure: 40 g. of 2-methylbutyrolactone was converted to 45 g. of 4-chloro-2-methylbutryl chloride (b.p. 70°-72° C at 15 mm.) by the method detailed in Example 4. The acid chloride (15.5 g.) was reduced to the corresponding aldehyde, condensed with 5-chlorosalicylhydroxamic acid and the resulting intermediate was ring-closed according to the method described in Example 3. The product melted at 144°-146° C. after recrystallization from a mixture of trichloroethylene and hexane.